This data is from the Open Reaction Database (ORD), a public repository of structured organic reaction records. The task is: describe an organic reaction: reactants, conditions, products, and yield Starting materials: CCOC(C)=O, CN(C)c1ccccn1, CCN(C(C)C)C(C)C, Cc1c[nH]c2nc(Cl)nc(Cl)c12, ClCCl, Cc1ccc(S(=O)(=O)Cl)cc1. Product: Cc1ccc(S(=O)(=O)n2cc(C)c3c(Cl)nc(Cl)nc32)cc1. RXN SMILES: [CH2:45]([O:46][C:47](=[O:48])[CH3:49])[CH3:50].[CH3:33][N:34]([c:35]1[cH:36][cH:37][cH:38][cH:39][n:40]1)[CH3:41].[CH:13]([N:14]([CH:15]([CH3:16])[CH3:17])[CH2:18][CH3:19])([CH3:20])[CH3:21].[Cl:1][c:2]1[n:3][c:4]([Cl:12])[c:5]2[c:6]([n:7]1)[nH:8][cH:9][c:10]2[CH3:11].[Cl:42][CH2:43][Cl:44].[c:22]1([CH3:32])[cH:23][cH:24][c:25]([S:28](=[O:29])(=[O:30])[Cl:31])[cH:26][cH:27]1>>[Cl:1][c:2]1[n:3][c:4]([Cl:12])[c:5]2[c:6]([n:7]1)[n:8]([S:28]([c:25]1[cH:24][cH:23][c:22]([CH3:32])[cH:27][cH:26]1)(=[O:29])=[O:30])[cH:9][c:10]2[CH3:11]. The reactants are C(=O)([O-])[O-].[Na+].[Na+] (Na2CO3), BrC1=CC(=C(C=C1)NC(C1=C(C=C(C=C1)S(=O)(=O)C)F)=S)F (N-(4-Bromo-2-fluorophenyl)-2-fluoro-4-(methylsulfonyl)benzothioamide), CCOC(=O)C.O (EtOAc H2O). Solvent: CN(C)C=O (DMF). Conditions: temperature 110 celsius, time 17 hour. Yields the product BrC1=CC2=C(N=C(S2)C2=C(C=C(C=C2)S(=O)(=O)C)F)C=C1 (6-Bromo-2-[2-fluoro-4-(methylsulfonyl)phenyl]benzo[d]thiazole). Isolated yield 63.4%. As a reaction SMILES: [Br:1][C:2]1[CH:7]=[CH:6][C:5]([NH:8][C:9](=[S:21])[C:10]2[CH:15]=[CH:14][C:13]([S:16]([CH3:19])(=[O:18])=[O:17])=[CH:12][C:11]=2[F:20])=[C:4](F)[CH:3]=1.C([O-])([O-])=O.[Na+].[Na+].CCOC(C)=O.O>CN(C=O)C>[Br:1][C:2]1[CH:7]=[CH:6][C:5]2[N:8]=[C:9]([C:10]3[CH:15]=[CH:14][C:13]([S:16]([CH3:19])(=[O:18])=[O:17])=[CH:12][C:11]=3[F:20])[S:21][C:4]=2[CH:3]=1 |f:1.2.3,4.5|. Procedure: Intermediate 33 (600 mg, 1.47 mmol) dissolved in DMF (7 ml) and added Na2CO3 (156 mg, 1.47 mmol). This mixture stirred at 110° C. for 17 h. Work up (EtOAc/H2O) afforded the crude. Crude was triturated with Petether and dried to obtain the titled compound (360 mg) as a white solid. 1H-NMR (δ ppm, CDCl3, 400 MHz): 8.71-8.65 (m, 1H), 8.13 (d, J 1.9, 1H), 8.01 (d, J 8.7, 1H), 7.91-7.83 (m, 2H), 7.66 (dd, J 1.9, 8.7, 1H), 3.12 (s, 3H).